Dataset: the Open Reaction Database (ORD), a public repository of structured organic reaction records. Task: describe an organic reaction: reactants, conditions, products, and yield The reactants are C(=O)([O-])[O-].[K+].[K+] (K2CO3), COCCOC1=CC=C(C=C1)O (4-(2-methoxyethoxy)phenol), BrC1=C(C=C(C=C1)Cl)CBr (2-bromo-1-bromomethyl-5-chlorobenzene). Solvent: C(C)#N (acetonitrile). Product: BrC1=C(COC2=CC=C(C=C2)OCCOC)C=C(C=C1)Cl (1-(2-bromo-5-chlorobenzyloxy)-4-(2-methoxyethoxy)benzene). Yield: 94.7%. Reaction SMILES: [Br:1][C:2]1[CH:7]=[CH:6][C:5]([Cl:8])=[CH:4][C:3]=1[CH2:9]Br.C([O-])([O-])=O.[K+].[K+].[CH3:17][O:18][CH2:19][CH2:20][O:21][C:22]1[CH:27]=[CH:26][C:25]([OH:28])=[CH:24][CH:23]=1>C(#N)C>[Br:1][C:2]1[CH:7]=[CH:6][C:5]([Cl:8])=[CH:4][C:3]=1[CH2:9][O:28][C:25]1[CH:24]=[CH:23][C:22]([O:21][CH2:20][CH2:19][O:18][CH3:17])=[CH:27][CH:26]=1 |f:1.2.3|. Procedure: 1.42 g (5 mmol) of the compound obtained in Step 1 was dissolved in 20 ml of acetonitrile, 1.38 g (10 mmol) of K2CO3 and 0.84 g (5 mmol) of 4-(2-methoxyethoxy)phenol were added thereto, which was refluxed for 15 hours. The reaction mixture was distilled under a reduced pressure to remove the solvent, and 20 ml of ethyl acetate was added thereto. The resulting mixture was washed twice with water, dried over anhydrous MgSO4, and concentrated under a reduced pressure. The concentrate was subjected ... The reactants are substituted phenol, BrCCCCCl (1-bromo-4-chlorobutane), ClC1=C(C(=CC(=C1)OCC1=CC=CC=C1)Cl)O (2,6-dichloro-4-phenylmethoxyphenol), haloalkane. Yields the product ClC1=C(C(=CC(=C1)OCC1=CC=CC=C1)Cl)OCCCCCl (1,3-dichloro-2-(4-chlorobutoxy)-5-(phenylmethoxy)benzene). RXN SMILES: [Cl:1][C:2]1[CH:7]=[C:6]([O:8][CH2:9][C:10]2[CH:15]=[CH:14][CH:13]=[CH:12][CH:11]=2)[CH:5]=[C:4]([Cl:16])[C:3]=1[OH:17].Br[CH2:19][CH2:20][CH2:21][CH2:22][Cl:23]>>[Cl:1][C:2]1[CH:7]=[C:6]([O:8][CH2:9][C:10]2[CH:15]=[CH:14][CH:13]=[CH:12][CH:11]=2)[CH:5]=[C:4]([Cl:16])[C:3]=1[O:17][CH2:19][CH2:20][CH2:21][CH2:22][Cl:23]. Reported procedure: In a first step as depicted in Scheme 1, an appropriately substituted phenol, for example, the known compound 2,6-dichloro-4-phenylmethoxyphenol, was reacted under basic conditions with a haloalkane derivative of a desired carbon chain length, for example 1-bromo-4-chlorobutane, to attach the bridging group B, thereby affording the corresponding 1,3-dichloro-2-(4-chlorobutoxy)-5-(phenylmethoxy)benzene (A). Intermediate (A) was then reacted under basic conditions with, for example, the known comp... Reactants: C(CC)C1=C(C=CC(=C1)OC1=NC=CN=C1)O (2-propyl-4-pyrazinyloxyphenol), BrCCCOC1=CC=C(C(C(=O)OCC)O)C=C1 (ethyl 4-(3-bromopropoxy)mandelate). The product is C(CC)C1=C(OCCCOC2=CC=C(C(C(=O)OCC)O)C=C2)C=CC(=C1)OC1=NC=CN=C1 (Ethyl 4-(3-(2-propyl-4-pyrazinyloxyphenoxy)propoxy)mandelate). RXN SMILES: [CH2:1]([C:4]1[CH:9]=[C:8]([O:10][C:11]2[CH:16]=[N:15][CH:14]=[CH:13][N:12]=2)[CH:7]=[CH:6][C:5]=1[OH:17])[CH2:2][CH3:3].Br[CH2:19][CH2:20][CH2:21][O:22][C:23]1[CH:35]=[CH:34][C:26]([CH:27]([OH:33])[C:28]([O:30][CH2:31][CH3:32])=[O:29])=[CH:25][CH:24]=1>>[CH2:1]([C:4]1[CH:9]=[C:8]([O:10][C:11]2[CH:16]=[N:15][CH:14]=[CH:13][N:12]=2)[CH:7]=[CH:6][C:5]=1[O:17][CH2:19][CH2:20][CH2:21][O:22][C:23]1[CH:35]=[CH:34][C:26]([CH:27]([OH:33])[C:28]([O:30][CH2:31][CH3:32])=[O:29])=[CH:25][CH:24]=1)[CH2:2][CH3:3]. Procedure: The title compound was prepared according to the method described in Example 22, Step C using 2-propyl-4-pyrazinyloxyphenol (19.0 g, 62.0 m-mol) and ethyl 4-(3-bromopropoxy)mandelate (19.5 g, 58.9 mmol) (as prepared in Example 22, Step C) as the starting materials. Reaction SMILES: [CH2:1]([CH:2]=[CH2:3])[C:4]1([c:20]2[cH:21][cH:22][cH:23][cH:24][cH:25]2)[CH2:5][CH2:6][N:7]([CH:11]([CH3:12])[c:13]2[cH:14][cH:15][c:16]([Br:19])[cH:17][cH:18]2)[C:8](=[O:10])[O:9]1.[F:26][c:27]1[cH:28][c:29]([B:33]([OH:34])[OH:35])[cH:30][n:31][cH:32]1>>[CH2:1]([CH:2]=[CH2:3])[C:4]1([c:20]2[cH:21][cH:22][cH:23][cH:24][cH:25]2)[CH2:5][CH2:6][N:7]([CH:11]([CH3:12])[c:13]2[cH:14][cH:15][c:16](-[c:29]3[cH:28][c:27]([F:26])[cH:32][n:31][cH:30]3)[cH:17][cH:18]2)[C:8](=[O:10])[O:9]1. The reactants are C=CCC1(c2ccccc2)CCN(C(C)c2ccc(Br)cc2)C(=O)O1, OB(O)c1cncc(F)c1. Yields the product C=CCC1(c2ccccc2)CCN(C(C)c2ccc(-c3cncc(F)c3)cc2)C(=O)O1.